From a dataset of the Open Reaction Database (ORD), a public repository of structured organic reaction records. describe an organic reaction: reactants, conditions, products, and yield Starting materials: [BH3-]C#N, CC(=O)O, CO, O=Cc1cc([N+](=O)[O-])ccc1F, NCCc1ccccc1, [Na+]. Yields the product O=[N+]([O-])c1ccc(F)c(CNCCc2ccccc2)c1. Reaction SMILES: [C:26]([BH3-:27])#[N:28].[CH3:22][C:23](=[O:24])[OH:25].[CH3:30][OH:31].[F:1][c:2]1[c:3]([CH:4]=[O:5])[cH:6][c:7]([N+:10](=[O:11])[O-:12])[cH:8][cH:9]1.[NH2:13][CH2:14][CH2:15][c:16]1[cH:17][cH:18][cH:19][cH:20][cH:21]1.[Na+:29]>>[F:1][c:2]1[c:3]([CH2:4][NH:13][CH2:14][CH2:15][c:16]2[cH:17][cH:18][cH:19][cH:20][cH:21]2)[cH:6][c:7]([N+:10](=[O:11])[O-:12])[cH:8][cH:9]1. Reaction SMILES: [CH2:1]([c:2]1[cH:3][cH:4][cH:5][cH:6][cH:7]1)[O:8][CH2:9][CH2:10][CH2:11][CH2:12][CH:13]([C:14](=[O:15])[OH:16])[NH:17][C:18](=[O:19])[O:20][CH2:21][CH:22]1[c:23]2[cH:24][cH:25][cH:26][cH:27][c:28]2-[c:29]2[cH:30][cH:31][cH:32][cH:33][c:34]21.[CH2:35]([CH3:36])[O:37][C:38](=[O:39])[N:40]1[CH2:41][CH2:42][NH:43][CH2:44][CH2:45]1.[CH2:46]([N:47]1[CH2:48][CH2:49][O:50][CH2:51][CH2:52]1)[CH3:53].[CH3:59][CH2:60][O:61][C:62](=[O:63])[CH3:64].[O:54]=[CH:55][N:56]([CH3:57])[CH3:58]>>[CH2:1]([c:2]1[cH:3][cH:4][cH:5][cH:6][cH:7]1)[O:8][CH2:9][CH2:10][CH2:11][CH2:12][CH:13]([C:14](=[O:15])[N:43]1[CH2:42][CH2:41][N:40]([C:38]([O:37][CH2:35][CH3:36])=[O:39])[CH2:45][CH2:44]1)[NH:17][C:18](=[O:19])[O:20][CH2:21][CH:22]1[c:23]2[cH:24][cH:25][cH:26][cH:27][c:28]2-[c:29]2[cH:30][cH:31][cH:32][cH:33][c:34]21. Product: CCOC(=O)N1CCN(C(=O)C(CCCCOCc2ccccc2)NC(=O)OCC2c3ccccc3-c3ccccc32)CC1. The reactants are O=C(NC(CCCCOCc1ccccc1)C(=O)O)OCC1c2ccccc2-c2ccccc21, CCOC(=O)N1CCNCC1, CCN1CCOCC1, CCOC(C)=O, CN(C)C=O. Starting materials: Cl.NCC(=O)NC(C1=CC=CC=C1)C1=CC=C(C=C1)Cl (rac-2-amino-N-[(4-chloro-phenyl)-phenyl-methyl]-acetamide hydrochloride), [N+](=O)([O-])C1=CC=C(C(=O)O)C=C1 (4-nitrobenzoic acid). Yields the product ClC1=CC=C(C=C1)C(C1=CC=CC=C1)NC(=O)CNC(C1=CC=C(C=C1)[N+](=O)[O-])=O (rac-N-({[(4-Chloro-phenyl)-phenyl-methyl]-carbamoyl}-methyl)-4-nitro-benzamide). Reaction SMILES: Cl.[NH2:2][CH2:3][C:4]([NH:6][CH:7]([C:14]1[CH:19]=[CH:18][C:17]([Cl:20])=[CH:16][CH:15]=1)[C:8]1[CH:13]=[CH:12][CH:11]=[CH:10][CH:9]=1)=[O:5].[N+:21]([C:24]1[CH:32]=[CH:31][C:27]([C:28](O)=[O:29])=[CH:26][CH:25]=1)([O-:23])=[O:22]>>[Cl:20][C:17]1[CH:18]=[CH:19][C:14]([CH:7]([NH:6][C:4]([CH2:3][NH:2][C:28](=[O:29])[C:27]2[CH:26]=[CH:25][C:24]([N+:21]([O-:23])=[O:22])=[CH:32][CH:31]=2)=[O:5])[C:8]2[CH:13]=[CH:12][CH:11]=[CH:10][CH:9]=2)=[CH:15][CH:16]=1 |f:0.1|. Procedure details: Prepared in analogy to example 1.12 from rac-2-amino-N-[(4-chloro-phenyl)-phenyl-methyl]-acetamide hydrochloride (Example 3.1) and 4-nitrobenzoic acid. Reactants: N([C@@H](C)C(=O)N[C@@H](CCCNC(NS(=O)(=O)C1=CC=C(C)C=C1)=N)C(=O)N1[C@H](C(=O)N[C@@H](C)C(=O)N[C@@H](CCCCNC(=O)OCC2=C(Cl)C=CC=C2)C(=O)OCC2=CC=CC=C2)CCC1)C(=O)OC(C)(C)C (Boc-Ala-Arg(Tos)-Pro-Ala-Lys(ClZ)OBzl), C1(=CC=CC=C1)OC (anisole). Conditions: temperature 0 celsius, time 1 hour. Product: N[C@@H](C)C(=O)N[C@@H](CCCNC(N)=N)C(=O)N1[C@H](C(=O)N[C@@H](C)C(=O)N[C@@H](CCCCN)C(=O)O)CCC1 (H-Ala-Arg-Pro-Ala-Lys-OH). Yield: 77.9%. Reaction SMILES: [NH:1](C(OC(C)(C)C)=O)[C@H:2]([C:4]([NH:6][C@H:7]([C:25]([N:27]1[CH2:66][CH2:65][CH2:64][C@H:28]1[C:29]([NH:31][C@H:32]([C:34]([NH:36][C@H:37]([C:54]([O:56]CC1C=CC=CC=1)=[O:55])[CH2:38][CH2:39][CH2:40][CH2:41][NH:42]C(OCC1C=CC=CC=1Cl)=O)=[O:35])[CH3:33])=[O:30])=[O:26])[CH2:8][CH2:9][CH2:10][NH:11][C:12](=[NH:24])[NH:13]S(C1C=CC(C)=CC=1)(=O)=O)=[O:5])[CH3:3].C1(OC)C=CC=CC=1>>[NH2:1][C@H:2]([C:4]([NH:6][C@H:7]([C:25]([N:27]1[CH2:66][CH2:65][CH2:64][C@H:28]1[C:29]([NH:31][C@H:32]([C:34]([NH:36][C@H:37]([C:54]([OH:56])=[O:55])[CH2:38][CH2:39][CH2:40][CH2:41][NH2:42])=[O:35])[CH3:33])=[O:30])=[O:26])[CH2:8][CH2:9][CH2:10][NH:11][C:12](=[NH:13])[NH2:24])=[O:5])[CH3:3]. Procedure: The solution of 250 mg (0.237 mmol) of Boc-Ala-Arg(Tos)-Pro-Ala-Lys(ClZ)OBzl (SEQ ID NO: 13), 1 ml of anisole and 2 ml of HF was stirred at 0° C. for 2 h. The reaction mixture was evaporated under reduced pressure to remove HF. To the residue 2 ml of HF were added and the solution was stirred at 0° C. for another 1 h. The reaction mixture was evaporated under reduced pressure to remove HF. The residue was triturated with ether and the resulted solid was purified on the Sephadex G-10 column. The ... Reactants: CC=1C=C(C=C(C1)C)S (3,5-dimethylthiophenol), O (water), [N+](=O)([O-])C1=C(C#N)C(=CC=C1)[N+](=O)[O-] (2,6-dinitrobenzonitrile), C(=O)([O-])[O-].[K+].[K+] (K2CO3). Run in CN(C)C=O (DMF), CN(C)C=O (DMF). Conditions: temperature 0 celsius. The product is CC=1C=C(C=C(C1)C)SC1=C(C#N)C(=CC=C1)[N+](=O)[O-] (2-[(3,5-dimethylphenyl)thio]-6-nitrobenzonitrile). The yield is 73011.2%. RXN SMILES: [N+]([C:4]1[CH:11]=[CH:10][CH:9]=[C:8]([N+:12]([O-:14])=[O:13])[C:5]=1[C:6]#[N:7])([O-])=O.C([O-])([O-])=O.[K+].[K+].[CH3:21][C:22]1[CH:23]=[C:24]([SH:29])[CH:25]=[C:26]([CH3:28])[CH:27]=1.O>CN(C=O)C>[CH3:21][C:22]1[CH:23]=[C:24]([S:29][C:4]2[CH:11]=[CH:10][CH:9]=[C:8]([N+:12]([O-:14])=[O:13])[C:5]=2[C:6]#[N:7])[CH:25]=[C:26]([CH3:28])[CH:27]=1 |f:1.2.3|. Procedure details: A mixture of 2,6-dinitrobenzonitrile (1.4 g 7.2 mmol) and K2CO3 (1.1 g, 7.9 mmol) in 10 ml of DMF was chilled to 0° C. A solution of 3,5-dimethylthiophenol (1.1 g 0.0079 mmol) in 10 ml of DMF, was added dropwise over 30 min with stirring under nitrogen. After stirring an additional 30 min, the reaction mixture was poured into 150 ml of water and stirred for 1 hr. The solid was collected by vacuum filtration. Chromatography on silica gel (flash; Hex/EtOAc 1:1) provided 1.64 g (80%) of 2-[(3,5-dim... Reactants: C(CC(=O)Cl)(=O)Cl (Malonyl chloride), NC1=C(C=C(C(=C1)Cl)Cl)[N+](=O)[O-] (1-Amino-4,5-dichloro-2-nitrobenzene), Cl (HCl). Solvent: C1CCOC1 (THF), C1CCOC1 (THF). Reaction conditions: time 2 hour. The product is ClC1=CC(=C(C=C1Cl)NC(CC(=O)NC1=C(C=C(C(=C1)Cl)Cl)[N+](=O)[O-])=O)[N+](=O)[O-] (N,N'-Bis(4,5-dichloro-2-nitrophenyl)propanediamide). Reaction SMILES: [NH2:1][C:2]1[CH:7]=[C:6]([Cl:8])[C:5]([Cl:9])=[CH:4][C:3]=1[N+:10]([O-:12])=[O:11].[C:13](Cl)(=[O:18])[CH2:14][C:15](Cl)=[O:16].[ClH:20]>C1COCC1>[Cl:9][C:5]1[C:6]([Cl:8])=[CH:7][C:2]([NH:1][C:13](=[O:18])[CH2:14][C:15]([NH:1][C:2]2[CH:7]=[C:6]([Cl:20])[C:5]([Cl:9])=[CH:4][C:3]=2[N+:10]([O-:12])=[O:11])=[O:16])=[C:3]([N+:10]([O-:12])=[O:11])[CH:4]=1. Reported procedure: 1-Amino-4,5-dichloro-2-nitrobenzene (113.84 g, 0.55 moles) was dissolved in THF (500 ml). Malonyl chloride (38.75 g, 0.27 moles) was added to the mixture heated to reflux. Another 500 ml portion of THF was added and refluxing was continued for two hours. HCl evolved during the reaction. The reaction mixture was then chilled in an ice bath, the solid was filtered off, washed with cold THF, and dried. A second yield was obtained by concentrating the filtrate, filtering off the solid, making a slur... The reactants are Nc1cc(Br)cc2[nH]ncc12, ClCCl, [H-], [Na+], CN(C)C=O, O, O=S(=O)(Cl)Cl, c1ccccc1. Yields the product Nc1cc(Br)cc2c1cnn2S(=O)(=O)c1ccccc1. RXN SMILES: [Br:3][c:4]1[cH:5][c:6]([NH2:13])[c:7]2[cH:8][n:9][nH:10][c:11]2[cH:12]1.[Cl:31][CH2:32][Cl:33].[H-:1].[Na+:2].[O:26]=[CH:27][N:28]([CH3:29])[CH3:30].[OH2:25].[S:14](=[O:15])(=[O:16])([Cl:17])[Cl:18].[cH:19]1[cH:20][cH:21][cH:22][cH:23][cH:24]1>>[Br:3][c:4]1[cH:5][c:6]([NH2:13])[c:7]2[cH:8][n:9][n:10]([S:14](=[O:15])(=[O:16])[c:19]3[cH:20][cH:21][cH:22][cH:23][cH:24]3)[c:11]2[cH:12]1. Reaction SMILES: [Cl:1][C:2]1[N:3]=[C:4]([N:13]2[CH2:18][CH2:17][O:16][CH2:15][CH2:14]2)[C:5]2[S:10][C:9]([CH:11]=O)=[CH:8][C:6]=2[N:7]=1.[O:19]1[CH2:23][CH2:22][CH:21]([N:24]2[CH2:29][CH2:28][NH:27][CH2:26][CH2:25]2)[CH2:20]1>>[Cl:1][C:2]1[N:3]=[C:4]([N:13]2[CH2:18][CH2:17][O:16][CH2:15][CH2:14]2)[C:5]2[S:10][C:9]([CH2:11][N:27]3[CH2:26][CH2:25][N:24]([CH:21]4[CH2:22][CH2:23][O:19][CH2:20]4)[CH2:29][CH2:28]3)=[CH:8][C:6]=2[N:7]=1. Reported procedure: Prepared from 2-chloro-4-morpholin-4-yl-thieno[3,2-d]pyrimidine-6-carbaldehyde and 1-(tetrahydro-furan-3-yl-piperazine under reductive amination conditions described in Reference Example 39, to give after silica chromatography, the title compound as a white solid (217 mg, 60%). Yields the product ClC=1N=C(C2=C(N1)C=C(S2)CN2CCN(CC2)C2COCC2)N2CCOCC2 ((±)-2-Chloro-4-morpholin-4-yl-6-[4-(tetrahydro-furan-3-yl)-piperazin-1-ylmethyl]-thieno[3,2-d]pyrimidine). Reactants: ClC=1N=C(C2=C(N1)C=C(S2)C=O)N2CCOCC2 (2-chloro-4-morpholin-4-yl-thieno[3,2-d]pyrimidine-6-carbaldehyde), O1CC(CC1)N1CCNCC1 (tetrahydro-furan-3-yl-piperazine). Yield: 60.0%.